Dataset: the Open Reaction Database (ORD), a public repository of structured organic reaction records. Task: describe an organic reaction: reactants, conditions, products, and yield Reactants: CCN=C=NCCCN(C)C, CN(C)CCCC1c2ccccc2CCc2cc(OCCCC(=O)NCc3ccc(C(=O)O)cc3)ccc21, ClCCl, Cl, O=C1CCC(=O)N1O. Yields the product CN(C)CCCC1c2ccccc2CCc2cc(OCCCC(=O)NCc3ccc(C(=O)ON4C(=O)CCC4=O)cc3)ccc21. RXN SMILES: [CH2:47]([N:48]=[C:49]=[N:50][CH2:51][CH2:52][CH2:53][N:54]([CH3:55])[CH3:56])[CH3:57].[CH3:1][N:2]([CH2:3][CH2:4][CH2:5][CH:6]1[c:7]2[c:8]([cH:34][cH:35][cH:36][cH:37]2)[CH2:9][CH2:10][c:11]2[c:12]1[cH:13][cH:14][c:15]([O:17][CH2:18][CH2:19][CH2:20][C:21](=[O:22])[NH:23][CH2:24][c:25]1[cH:26][cH:27][c:28]([C:29](=[O:30])[OH:31])[cH:32][cH:33]1)[cH:16]2)[CH3:38].[Cl:59][CH2:60][Cl:61].[ClH:58].[OH:39][N:40]1[C:41](=[O:46])[CH2:42][CH2:43][C:44]1=[O:45]>>[CH3:1][N:2]([CH2:3][CH2:4][CH2:5][CH:6]1[c:7]2[c:8]([cH:34][cH:35][cH:36][cH:37]2)[CH2:9][CH2:10][c:11]2[c:12]1[cH:13][cH:14][c:15]([O:17][CH2:18][CH2:19][CH2:20][C:21](=[O:22])[NH:23][CH2:24][c:25]1[cH:26][cH:27][c:28]([C:29]([O:30][N:40]3[C:41](=[O:46])[CH2:42][CH2:43][C:44]3=[O:45])=[O:31])[cH:32][cH:33]1)[cH:16]2)[CH3:38]. Reactants: CC(C)(C)OC(=O)NC1=CC=C(C(=C1C(=O)OC)F)F (methyl 6-({[(1,1-dimethylethyl)oxy]carbonyl}amino)-2,3-difluorobenzoate), FC(C(=O)O)(F)F (trifluoroacetic acid), Cl (HCl), [OH-].[Li+] (lithium hydroxide). Solvent: C(Cl)Cl (methylene chloride), C(C)(=O)OCC (ethyl acetate), O (water). Reaction conditions: time 8 hour. Product: NC1=CC=C(C(=C1C(=O)O)F)F (6-amino-2,3-difluorobenzoic acid). Yield: 114.6%. RXN SMILES: CC(OC([NH:8][C:9]1[C:14]([C:15]([O:17]C)=[O:16])=[C:13]([F:19])[C:12]([F:20])=[CH:11][CH:10]=1)=O)(C)C.FC(F)(F)C(O)=O.[OH-].[Li+].Cl>C(Cl)Cl.C(OCC)(=O)C.O>[NH2:8][C:9]1[C:14]([C:15]([OH:17])=[O:16])=[C:13]([F:19])[C:12]([F:20])=[CH:11][CH:10]=1 |f:2.3|. Reported procedure: To a solution of methyl 6-({[(1,1-dimethylethyl)oxy]carbonyl}amino)-2,3-difluorobenzoate (5.5 g, 19.2 mmol) in methylene chloride (150 mL) was added trifluoroacetic acid (25 mL, Aldrich). The resulting solution was stirred overnight and then concentrated to an oily residue under reduced pressure. The oil was dissolved in tetrahydrofuran (150 mL) and water (100 mL) and lithium hydroxide (2.3 g, 100 mmol, 5 equiv.) were added. The resulting mixture was rapidly stirred overnight. The next morning t... The reactants are CCCCP(=CC#N)(CCCC)CCCC, Cc1ccccc1, O=S(=O)(Cc1cc(F)ccc1F)c1ccc(Cl)cc1. Product: CC(c1ccccc1)C(c1cc(F)ccc1F)S(=O)(=O)c1ccc(Cl)cc1. As a reaction SMILES: [C:20]([CH:21]=[P:22]([CH2:23][CH2:24][CH2:25][CH3:26])([CH2:27][CH2:28][CH2:29][CH3:30])[CH2:31][CH2:32][CH2:33][CH3:34])#[N:35].[CH3:36][c:37]1[cH:38][cH:39][cH:40][cH:41][cH:42]1.[Cl:1][c:2]1[cH:3][cH:4][c:5]([S:8](=[O:9])(=[O:10])[CH2:11][c:12]2[c:13]([F:19])[cH:14][cH:15][c:16]([F:18])[cH:17]2)[cH:6][cH:7]1>>[Cl:1][c:2]1[cH:3][cH:4][c:5]([S:8](=[O:9])(=[O:10])[CH:11]([c:12]2[c:13]([F:19])[cH:14][cH:15][c:16]([F:18])[cH:17]2)[CH:36]([CH3:20])[c:37]2[cH:38][cH:39][cH:40][cH:41][cH:42]2)[cH:6][cH:7]1. Reactants: FC(OC1=CC=C(C=C1)C1=CC(=CC=C1)C(CCO)=C)(F)F (3-[4′-(Trifluoromethoxy)biphenyl-3-yl]but-3-en-1-ol), INTERMEDIATE 1, [Li]OC(=O)C (LiOAc), [Li+].[Cl-] (LiCl), CN(C)C=O (DMF). The reagents and catalysts are [N+](CCCC)(CCCC)(CCCC)CCCC.[Cl-] (Bu4NCl), CC(=O)[O-].CC(=O)[O-].[Pd+2] (Pd(OAc)2). Reaction conditions: temperature 90 celsius, time 8 hour. Product: O=CCC(CC1=CC=C(C(=O)NCCC(=O)OC(C)(C)C)C=C1)C=1C=C(C=CC1)C1=CC=C(C=C1)OC(F)(F)F (tert-butyl N-(4-[4-oxo-2-[4′-(trifluoromethoxy)biphenyl-3-yl]butyl]benzoyl)-β-alaninate). RXN SMILES: [F:1][C:2]([F:22])([F:21])[O:3][C:4]1[CH:9]=[CH:8][C:7]([C:10]2[CH:15]=[CH:14][CH:13]=[C:12]([C:16](=[CH2:20])[CH2:17][CH2:18][OH:19])[CH:11]=2)=[CH:6][CH:5]=1.[Li][O:24][C:25]([CH3:27])=[O:26].[Li+].[Cl-].[CH3:30][N:31]([CH:33]=[O:34])C>[N+](CCCC)(CCCC)(CCCC)CCCC.[Cl-].CC([O-])=O.CC([O-])=O.[Pd+2]>[O:19]=[CH:18][CH2:17][CH:16]([C:12]1[CH:11]=[C:10]([C:7]2[CH:6]=[CH:5][C:4]([O:3][C:2]([F:21])([F:22])[F:1])=[CH:9][CH:8]=2)[CH:15]=[CH:14][CH:13]=1)[CH2:20][C:4]1[CH:9]=[CH:8][C:7]([C:33]([NH:31][CH2:30][CH2:27][C:25]([O:24][C:12]([CH3:16])([CH3:13])[CH3:11])=[O:26])=[O:34])=[CH:6][CH:5]=1 |f:2.3,5.6,7.8.9|. Procedure details: A DMF solution (4 mL) containing the intermediate from Step B (453 mg, 1.47 mmol), INTERMEDIATE 1 (607 mg, 1.62 mmol), Bu4NCl (817 mg, 2.94 mmol), LiOAc (242 mg, 3.67 mmol), LiCl (62 mg, 1.47 mmol) and Pd(OAc)2 (17 mg, 0.076 mmol) was stirred overnight at 90° C. under an argon atmosphere. The solution was partitioned between water and ethyl acetate. The organic phase was washed with water (3×), brine and dried over MgSO4. The solution was filtered, concentrated and the residue purified by silica... Starting materials: C(C)(=O)C1=CC=CC=C1 (acetophenone), CCCCOCC(=O)C1=CC=CC=C1 (4-n-Butoxyacetophenone), CC(C)([O-])C.[K+] (potassium t-butoxide), C(OCC)(OCC)=O (diethyl carbonate). Run in O (water), C1(=CC=CC=C1)C (Toluene). Run at temperature 95 celsius, time 30 minute. Product: C(CCC)OC1=CC=C(C=C1)C(CC(=O)OCC)=O (Ethyl 3-(4-butoxyphenyl)-3-oxopropanoate). The yield is 95.0%. As a reaction SMILES: [C:1]([C:4]1[CH:9]=[CH:8][CH:7]=[CH:6][CH:5]=1)(=[O:3])[CH3:2].CCCCOC[C:16]([C:18]1[CH:23]=[CH:22]C=CC=1)=[O:17].CC(C)([O-])C.[K+].[C:30](=O)([O:34]CC)[O:31][CH2:32][CH3:33]>O.C1(C)C=CC=CC=1>[CH2:16]([O:17][C:7]1[CH:8]=[CH:9][C:4]([C:1](=[O:3])[CH2:2][C:30]([O:31][CH2:32][CH3:33])=[O:34])=[CH:5][CH:6]=1)[CH2:18][CH2:23][CH3:22] |f:2.3|. Procedure: The acetophenone (9.6 g, 0.05 mole) from (d) was added to a suspension of potassium t-butoxide (9.0 g, 0.08 mole) in diethyl carbonate (24.0 g, 0.2 mole) at 75° C. over 10 minutes. Toluene (40 ml) was added to keep the suspension mobile and heating at 95° C. continued for 30 minutes. After cooling to 50° C., the suspension was poured into cold water (500 ml) and extracted with ethyl acetate (300 ml). The organic solution was dried and evaporated under reduced pressure to give the product (13.2 g...